Dataset: the Open Reaction Database (ORD), a public repository of structured organic reaction records. Task: describe an organic reaction: reactants, conditions, products, and yield The reactants are [Br-], O=C([O-])O, CC1(C)CCCC(C)(C)N1O, CCOC(C)=O, Cc1ccccc1, [O-]Cl, [Na+], [Na+], [Na+], O, OCCCCCc1ccccc1. The product is O=CCCCCc1ccccc1. Reaction SMILES: [Br-:14].[C:29](=[O:30])([OH:31])[O-:32].[CH3:15][C:16]1([CH3:25])[N:17]([O:18])[C:19]([CH3:20])([CH3:21])[CH2:22][CH2:23][CH2:24]1.[CH3:34][CH2:35][O:36][C:37](=[O:38])[CH3:39].[CH3:41][c:42]1[cH:43][cH:44][cH:45][cH:46][cH:47]1.[Cl:26][O-:27].[Na+:13].[Na+:28].[Na+:33].[OH2:40].[c:1]1([CH2:7][CH2:8][CH2:9][CH2:10][CH2:11][OH:12])[cH:2][cH:3][cH:4][cH:5][cH:6]1>>[c:1]1([CH2:7][CH2:8][CH2:9][CH2:10][CH:11]=[O:12])[cH:2][cH:3][cH:4][cH:5][cH:6]1. Reactants: C(=O)(OCC)C(C#N)(CC1=C(C=C(C(=C1)OC)OC)C)C(OCC)OCC (α-carbethoxy-α-diethoxymethyl-β-(4,5-dimethoxy-2-methylphenyl)propionitrile), [OH-].[K+] (potassium hydroxide), NC(=N)N (guanidine). The solvent is C(C)O (ethanol), C(C)O (ethanol), C(C)O (Ethanol). Product: NC1=NC=C(C(=N1)N)CC1=C(C=C(C(=C1)OC)OC)C (2,4-diamino-5-(4,5-dimethoxy-2-methylbenzyl) pyrimidine). Reaction SMILES: C([C:6]([CH:21](OCC)OCC)([CH2:9][C:10]1[CH:15]=[C:14]([O:16][CH3:17])[C:13]([O:18][CH3:19])=[CH:12][C:11]=1[CH3:20])[C:7]#[N:8])(OCC)=O.[OH-].[K+].[NH2:30][C:31]([NH2:33])=[NH:32]>C(O)C>[NH2:33][C:31]1[N:32]=[C:7]([NH2:8])[C:6]([CH2:9][C:10]2[CH:15]=[C:14]([O:16][CH3:17])[C:13]([O:18][CH3:19])=[CH:12][C:11]=2[CH3:20])=[CH:21][N:30]=1 |f:1.2|. Procedure details: A solution of α-carbethoxy-α-diethoxymethyl-β-(4,5-dimethoxy-2-methylphenyl)propionitrile (3.9 g, 0.01 mol) and an equivalent amount of potassium hydroxide in ethanol (70 ml) was heated at reflux for one hour. A solution of guanidine (0.035 mol) in ethanol (50 ml) was added, and reflux was resumed. Ethanol was boiled off until the reaction temperature reached 85° C. After 20 hours at reflux the mixture was allowed to cool, and the product was filtered and washed with ethanol giving 2.57 g (94%) ... Starting materials: N#CCC(O)CC(=O)O, OCc1ccccc1, CC#N, [Na+], [Na+], O=C([O-])[O-], O=S(=O)(O)O. Product: N#CCC(O)CC(=O)OCc1ccccc1. As a reaction SMILES: [C:14](#[N:15])[CH2:16][CH:17]([CH2:18][C:19](=[O:20])[OH:21])[OH:22].[CH2:1]([c:2]1[cH:3][cH:4][cH:5][cH:6][cH:7]1)[OH:8].[CH3:29][C:30]#[N:31].[Na+:23].[Na+:24].[O-:25][C:26](=[O:27])[O-:28].[S:9](=[O:10])(=[O:11])([OH:12])[OH:13]>>[CH2:1]([c:2]1[cH:3][cH:4][cH:5][cH:6][cH:7]1)[O:8][C:19]([CH2:18][CH:17]([CH2:16][C:14]#[N:15])[OH:22])=[O:20]. The reactants are COC(=O)CBr, O=C([O-])[O-], CC(C)=O, [Cs+], [Cs+], Cc1cc2cc(F)ccc2[nH]1. Product: COC(=O)Cn1c(C)cc2cc(F)ccc21. Reaction SMILES: [Br:18][CH2:19][C:20](=[O:21])[O:22][CH3:23].[C:12](=[O:13])([O-:14])[O-:15].[CH3:24][C:25](=[O:26])[CH3:27].[Cs+:16].[Cs+:17].[F:1][c:2]1[cH:3][c:4]2[cH:5][c:6]([CH3:11])[nH:7][c:8]2[cH:9][cH:10]1>>[F:1][c:2]1[cH:3][c:4]2[cH:5][c:6]([CH3:11])[n:7]([CH2:19][C:20](=[O:21])[O:22][CH3:23])[c:8]2[cH:9][cH:10]1.